This data is from the Open Reaction Database (ORD), a public repository of structured organic reaction records. The task is: describe an organic reaction: reactants, conditions, products, and yield The reactants are C(C)OP(=O)(C(C1(O)[C@@H](OCC2=CC=CC=C2)[C@H](OCC2=CC=CC=C2)[C@H](O1)COCC1=CC=CC=C1)(F)F)OCC (1-deoxy-1-(diethoxyphosphinyl)-1,1-difluoro-3,4,6-tris-O-(phenylmethyl)-D-fructofuranose), S(=O)(Cl)Cl (thionyl chloride). Reagents/catalysts: CN(C=O)C (dimethylformamide). Solvent: ClCCl (dichloromethane), CCOCC (ether). Run at temperature 25 celsius, time 16 hour. Yields the product C(C)OP(=O)(C(C1([C@@H](OCC2=CC=CC=C2)[C@H](OCC2=CC=CC=C2)[C@H](O1)COCC1=CC=CC=C1)Cl)(F)F)OCC (1-Deoxy-1-(diethoxyphosphinyl)-1,1-difluoro-3,4,6-tris-O-(phenylmethyl)-D-fructofuranosyl chloride). As a reaction SMILES: [CH2:1]([O:3][P:4]([O:40][CH2:41][CH3:42])([C:6]([F:39])([F:38])[C:7]1([O:28][C@H:27]([CH2:29][O:30][CH2:31][C:32]2[CH:37]=[CH:36][CH:35]=[CH:34][CH:33]=2)[C@@H:18]([O:19][CH2:20][C:21]2[CH:26]=[CH:25][CH:24]=[CH:23][CH:22]=2)[C@@H:9]1[O:10][CH2:11][C:12]1[CH:17]=[CH:16][CH:15]=[CH:14][CH:13]=1)O)=[O:5])[CH3:2].S(Cl)([Cl:45])=O>ClCCl.CN(C)C=O.CCOCC>[CH2:1]([O:3][P:4]([O:40][CH2:41][CH3:42])([C:6]([F:39])([F:38])[C:7]1([Cl:45])[O:28][C@H:27]([CH2:29][O:30][CH2:31][C:32]2[CH:37]=[CH:36][CH:35]=[CH:34][CH:33]=2)[C@@H:18]([O:19][CH2:20][C:21]2[CH:26]=[CH:25][CH:24]=[CH:23][CH:22]=2)[C@@H:9]1[O:10][CH2:11][C:12]1[CH:17]=[CH:16][CH:15]=[CH:14][CH:13]=1)=[O:5])[CH3:2]. Procedure details: To a stirred solution of 14.4 g of 1-deoxy-1-(diethoxyphosphinyl)-1,1-difluoro-3,4,6-tris-O-(phenylmethyl)-D-fructofuranose in 50 ml of dichloromethane was added 7.3 ml of thionyl chloride and several drops of dimethylformamide. The solution was stirred at 25° C. for 16 hours, then diluted with ether and treated with icewater. The ether layer was washed with sodium bicarbonate solution, water and brine, dried and concentrated. The residue was subjected to column chromatography on silica gel, giv... Reactants: C1(=CC=CC=C1)S(=O)(=O)OCC#C (propargyl benzenesulfonate), NC1CCC2=CC=CC=C12 (racemic 1-aminoindan), [OH-].[Na+] (sodium hydroxide), O (water), [OH-].[Na+] (sodium hydroxide). Solvent: C1(=CC=CC=C1)C (toluene). Yields the product C(C#C)NC1CCC2=CC=CC=C12 (racemic N-propargyl-1-aminoindan). Yield: 62.0%. Reaction SMILES: [NH2:1][CH:2]1[C:10]2[C:5](=[CH:6][CH:7]=[CH:8][CH:9]=2)[CH2:4][CH2:3]1.[OH-].[Na+].O.[C:14]1(S(OCC#C)(=O)=O)[CH:19]=CC=C[CH:15]=1>C1(C)C=CC=CC=1>[CH2:19]([NH:1][CH:2]1[C:10]2[C:5](=[CH:6][CH:7]=[CH:8][CH:9]=2)[CH2:4][CH2:3]1)[C:14]#[CH:15] |f:1.2|. Reported procedure: To a mixture of racemic 1-aminoindan (64 g), 15% aqueous sodium hydroxide solution (141 g), water (107 mL) and toluene (192 mL) there was added propargyl benzenesulfonate (94.3 g) during 20 minutes at ambient temperature. The resulting mixture was heater to 45° C. for 4 hours, at which time the pH was confirmed to be >12(45% sodium hydroxide added if necessary) and the phases were separated. To the organic phase water (64 mL) was added and the pH was adjusted to 2 with 33% aqueous sulfuric acid.... The reactants are OCCCCCCBr, CCO, [N-]=[N+]=[N-], [Na+]. The product is [N-]=[N+]=NCCCCCCO. RXN SMILES: [Br:1][CH2:2][CH2:3][CH2:4][CH2:5][CH2:6][CH2:7][OH:8].[CH3:13][CH2:14][OH:15].[N-:10]=[N+:11]=[N-:12].[Na+:9]>>[CH2:2]([CH2:3][CH2:4][CH2:5][CH2:6][CH2:7][OH:8])[N:10]=[N+:11]=[N-:12]. Starting materials: ClCC(=O)NC1=CC=C(C=C1)S(=O)(=O)C1=CC(=CC=C1)Cl (2-chloro-4'-(m-chlorophenylsulfonyl)acetanilide), [N-]=[N+]=[N-].[Na+] (sodium azide), O (water). The solvent is C(C)O (ethanol). Yields the product N(=[N+]=[N-])CC(=O)NC1=CC=C(C=C1)S(=O)(=O)C1=CC(=CC=C1)Cl (2-azido-4'-(m-chlorophenylsulfonyl)acetanilide). Yield: 58.9%. RXN SMILES: Cl[CH2:2][C:3]([NH:5][C:6]1[CH:11]=[CH:10][C:9]([S:12]([C:15]2[CH:20]=[CH:19][CH:18]=[C:17]([Cl:21])[CH:16]=2)(=[O:14])=[O:13])=[CH:8][CH:7]=1)=[O:4].[N-:22]=[N+:23]=[N-:24].[Na+].O>C(O)C>[N:22]([CH2:2][C:3]([NH:5][C:6]1[CH:11]=[CH:10][C:9]([S:12]([C:15]2[CH:20]=[CH:19][CH:18]=[C:17]([Cl:21])[CH:16]=2)(=[O:14])=[O:13])=[CH:8][CH:7]=1)=[O:4])=[N+:23]=[N-:24] |f:1.2|. Procedure details: A mixture of 2.0 g of 2-chloro-4'-(m-chlorophenylsulfonyl)acetanilide, 0.41 g of sodium azide, 20 ml of water and 40 ml of ethanol was refluxed for 3.5 hours and then evaporated to dryness. The residue was crystallized from ethanol, giving 1.2 g of 2-azido-4'-(m-chlorophenylsulfonyl)acetanilide, mp 125°-126° C. The reactants are CO, [Na+], COC1=C(OC)C(=O)C(Cc2ccc(OC(C)=O)c(C(=O)Nc3ccc(N4CCOCC4)nc3)c2)=C(C)C1=O, O, O=C([O-])O. Yields the product COC1=C(OC)C(=O)C(Cc2ccc(O)c(C(=O)Nc3ccc(N4CCOCC4)nc3)c2)=C(C)C1=O. Reaction SMILES: [CH3:45][OH:46].[Na+:40].[O:1]1[CH2:2][CH2:3][N:4]([c:7]2[cH:8][cH:9][c:10]([NH:13][C:14]([c:15]3[c:16]([O:35][C:36](=[O:37])[CH3:38])[cH:17][cH:18][c:19]([CH2:21][C:22]4=[C:27]([CH3:28])[C:26](=[O:29])[C:25]([O:30][CH3:31])=[C:24]([O:32][CH3:33])[C:23]4=[O:34])[cH:20]3)=[O:39])[cH:11][n:12]2)[CH2:5][CH2:6]1.[OH2:47].[OH:41][C:42](=[O:43])[O-:44]>>[O:1]1[CH2:2][CH2:3][N:4]([c:7]2[cH:8][cH:9][c:10]([NH:13][C:14]([c:15]3[c:16]([OH:35])[cH:17][cH:18][c:19]([CH2:21][C:22]4=[C:27]([CH3:28])[C:26](=[O:29])[C:25]([O:30][CH3:31])=[C:24]([O:32][CH3:33])[C:23]4=[O:34])[cH:20]3)=[O:39])[cH:11][n:12]2)[CH2:5][CH2:6]1.